Task: describe an organic reaction: reactants, conditions, products, and yield. Dataset: the Open Reaction Database (ORD), a public repository of structured organic reaction records Starting materials: NC1=C(C(=NN1C1=C(C=C(C=C1Cl)C(F)(F)F)Cl)C=O)SC(F)(F)F (5-amino-1-[2,6-dichloro-4-(trifluoromethyl)phenyl]-4-trifluoromethylthio-1H-pyrazole-3-carboxaldehyde), Cl.CON (methoxyamine hydrochloride). Run in N1=CC=CC=C1 (pyridine). Reaction conditions: time 26 hour. Yields the product CON=CC1=NN(C(=C1SC(F)(F)F)N)C1=C(C=C(C=C1Cl)C(F)(F)F)Cl (5-amino-1-[2,6-dichloro-4-(trifluoromethyl)phenyl]-4-trifluoromethylthio-1H-pyrazole-3-carboxaldehyde O-methyloxime). The yield is 42.5%. Reaction SMILES: [NH2:1][C:2]1[N:6]([C:7]2[C:12]([Cl:13])=[CH:11][C:10]([C:14]([F:17])([F:16])[F:15])=[CH:9][C:8]=2[Cl:18])[N:5]=[C:4]([CH:19]=O)[C:3]=1[S:21][C:22]([F:25])([F:24])[F:23].Cl.[CH3:27][O:28][NH2:29]>N1C=CC=CC=1>[CH3:27][O:28][N:29]=[CH:19][C:4]1[C:3]([S:21][C:22]([F:25])([F:24])[F:23])=[C:2]([NH2:1])[N:6]([C:7]2[C:12]([Cl:13])=[CH:11][C:10]([C:14]([F:15])([F:17])[F:16])=[CH:9][C:8]=2[Cl:18])[N:5]=1 |f:1.2|. Procedure details: A mixture of 5-amino-1-[2,6-dichloro-4-(trifluoromethyl)phenyl]-4-trifluoromethylthio-1H-pyrazole-3-carboxaldehyde (0.66 g), methoxyamine hydrochloride (0.2 g) and pyridine was stirred at room temperature for 26 hours. Pyridine was evaporated and the residue dissolved in ethyl acetate/acetonitrile, washed with 1% aqueous HCl, dried (MgSO4) and evaporated. The residue was purified by silica gel column chromatography, eluting with hexane/ethyl acetate, to give 5-amino-1-[2,6-dichloro-4-(trifluorom... Starting materials: CSc1nc(-c2cc(C(C)(C)C)c(O)c(C(C)(C)C)c2)c[nH]1, ClC(Cl)Cl, O=C(OO)c1cccc(Cl)c1. Product: CS(=O)c1nc(-c2cc(C(C)(C)C)c(O)c(C(C)(C)C)c2)c[nH]1. Reaction SMILES: [C:1]([CH3:2])([CH3:3])([CH3:4])[c:5]1[cH:6][c:7](-[c:16]2[n:17][c:18]([S:21][CH3:22])[nH:19][cH:20]2)[cH:8][c:9]([C:12]([CH3:13])([CH3:14])[CH3:15])[c:10]1[OH:11].[CH:34]([Cl:35])([Cl:36])[Cl:37].[Cl:23][c:24]1[cH:25][cH:26][cH:27][c:28]([C:29]([O:30][OH:32])=[O:31])[cH:33]1>>[C:1]([CH3:2])([CH3:3])([CH3:4])[c:5]1[cH:6][c:7](-[c:16]2[n:17][c:18]([S:21]([CH3:22])=[O:31])[nH:19][cH:20]2)[cH:8][c:9]([C:12]([CH3:13])([CH3:14])[CH3:15])[c:10]1[OH:11]. The reactants are C(C)OC(C(CC=1C=C2C=CNC2=CC1)OCC)=O (rac-2-ethoxy-3-(1H-indol-5-yl)-propionic acid ethyl ester), ClCC=1N=C(OC1C)C1=C(C=CC=C1)F (4-chloromethyl-2-(2-fluoro-phenyl)-5-methyl-oxazole). Yields the product C(C)OC(C(=O)O)CC=1C=C2C=CN(C2=CC1)CC=1N=C(OC1C)C1=C(C=CC=C1)F (Rac-2-Ethoxy-3-{1-[2-(2-fluoro-phenyl)-5-methyl-oxazol-4-ylmethyl]-1H-indol-5-yl }-propionic Acid). Yield: 47.0%. As a reaction SMILES: C([O:3][C:4](=[O:19])[CH:5]([O:16][CH2:17][CH3:18])[CH2:6][C:7]1[CH:8]=[C:9]2[C:13](=[CH:14][CH:15]=1)[NH:12][CH:11]=[CH:10]2)C.Cl[CH2:21][C:22]1[N:23]=[C:24]([C:28]2[CH:33]=[CH:32][CH:31]=[CH:30][C:29]=2[F:34])[O:25][C:26]=1[CH3:27]>>[CH2:17]([O:16][CH:5]([CH2:6][C:7]1[CH:8]=[C:9]2[C:13](=[CH:14][CH:15]=1)[N:12]([CH2:21][C:22]1[N:23]=[C:24]([C:28]3[CH:33]=[CH:32][CH:31]=[CH:30][C:29]=3[F:34])[O:25][C:26]=1[CH3:27])[CH:11]=[CH:10]2)[C:4]([OH:3])=[O:19])[CH3:18]. Procedure details: Starting from rac-2-ethoxy-3-(1H-indol-5-yl)-propionic acid ethyl ester and 4-chloromethyl-2-(2-fluoro-phenyl)-5-methyl-oxazole, the title compound was obtained in 47% yield as a yellow solid. MS: (M+H)+ 423.3.